Dataset: the Open Reaction Database (ORD), a public repository of structured organic reaction records. Task: describe an organic reaction: reactants, conditions, products, and yield The reactants are [H-].[Na+] (NaH), C12(CC3CC(CC(C1)C3)C2)C=2C=C(C=CC2O)C=2C=C3C=CC=C(C3=CC2)C(=O)OC (Methyl 6-(3-adamantyl-4-hydroxyphenyl)naphtoate), ice, CI (CH3I), O (water). Solvent: CN(C)C=O (DMF). Reaction conditions: temperature 0 celsius, time 1 hour. Yields the product C12(CC3CC(CC(C1)C3)C2)C=2C=C(C=CC2OC)C=2C=C3C=CC=C(C3=CC2)C(=O)OC (methyl 6-(3-adamantyl-4-methoxyphenyl)naphtoate). Yield: 57.2%. As a reaction SMILES: [C:1]12([C:11]3[CH:12]=[C:13]([C:18]4[CH:19]=[C:20]5[C:25](=[CH:26][CH:27]=4)[C:24]([C:28]([O:30][CH3:31])=[O:29])=[CH:23][CH:22]=[CH:21]5)[CH:14]=[CH:15][C:16]=3[OH:17])[CH2:10][CH:5]3[CH2:6][CH:7]([CH2:9][CH:3]([CH2:4]3)[CH2:2]1)[CH2:8]2.[H-].[Na+].[CH3:34]I.O>CN(C=O)C>[C:1]12([C:11]3[CH:12]=[C:13]([C:18]4[CH:19]=[C:20]5[C:25](=[CH:26][CH:27]=4)[C:24]([C:28]([O:30][CH3:31])=[O:29])=[CH:23][CH:22]=[CH:21]5)[CH:14]=[CH:15][C:16]=3[O:17][CH3:34])[CH2:8][CH:7]3[CH2:9][CH:3]([CH2:4][CH:5]([CH2:6]3)[CH2:10]1)[CH2:2]2 |f:1.2|. Procedure details: Methyl 6-(3-adamantyl-4-hydroxyphenyl)naphtoate (506 mg, 1.23 mmol) was added to an ice-cooled suspension of NaH (80 mg, 60%) in dry DMF, the mixture stirred 1 h at 0° C., then added with 245 mg (1.7 mmol) of CH3I, and left 90 min at r.t. Taking up with 80 ml of cold water, repeated extraction with CH2Cl2, then with EtOAc, drying and evaporating the joined organic phases, and chromatography (silicagel, hexane/EtOAc 9/1) gave 300 mg of methyl 6-(3-adamantyl-4-methoxyphenyl)naphtoate. This compoun... Starting materials: ClC1=CC=C(C=C1)C1(CCC1)C(=O)N1CC(CCC1)COC1=CC=C(C=C1)F ([1-(4-Chlorophenyl)-cyclobutyl]-[3-(4-fluorophenoxymethyl)-piperidin-1-yl]-methanone), [H-].[Al+3].[Li+].[H-].[H-].[H-] (lithium aluminum hydride), compound 83. Yields the product ClC1=CC=C(C=C1)C1(CCC1)CN1CC(CCC1)COC1=CC=C(C=C1)F (1-[1-(4-Chloro-phenyl)-cyclobutylmethyl]-3-(4-fluoro-phenoxymethyl)-piperidine). The yield is 49.5%. RXN SMILES: [Cl:1][C:2]1[CH:7]=[CH:6][C:5]([C:8]2([C:12]([N:14]3[CH2:19][CH2:18][CH2:17][CH:16]([CH2:20][O:21][C:22]4[CH:27]=[CH:26][C:25]([F:28])=[CH:24][CH:23]=4)[CH2:15]3)=O)[CH2:11][CH2:10][CH2:9]2)=[CH:4][CH:3]=1.[H-].[Al+3].[Li+].[H-].[H-].[H-]>>[Cl:1][C:2]1[CH:3]=[CH:4][C:5]([C:8]2([CH2:12][N:14]3[CH2:19][CH2:18][CH2:17][CH:16]([CH2:20][O:21][C:22]4[CH:23]=[CH:24][C:25]([F:28])=[CH:26][CH:27]=4)[CH2:15]3)[CH2:9][CH2:10][CH2:11]2)=[CH:6][CH:7]=1 |f:1.2.3.4.5.6|. Procedure details: Compound 86 was synthesized from compound 84 (0.50 g, 1.25 mmol) and lithium aluminum hydride (0.10 g), using the method described for the synthesis of compound 83 to give 0.24 g of the desired product 86. C23H27ClFNO, LRMS (m/z)=388 (MH+). Reactants: CCO, Cl, NO, [Na+], [Na+], O=C([O-])[O-], CCOC(=O)CCN(C(=O)c1ccc2c(c1)nc(CNc1ccc(C#N)cc1)n2C)c1ccccc1. Product: CCOC(=O)CCN(C(=O)c1ccc2c(c1)nc(CNc1ccc(C(=N)NO)cc1)n2C)c1ccccc1. RXN SMILES: [CH3:46][CH2:47][OH:48].[ClH:37].[NH2:38][OH:39].[Na+:40].[Na+:41].[O-:42][C:43](=[O:44])[O-:45].[c:1]1([N:7]([C:8](=[O:9])[c:10]2[cH:11][c:12]3[c:13]([n:14]([CH3:27])[c:15]([CH2:17][NH:18][c:19]4[cH:20][cH:21][c:22]([C:25]#[N:26])[cH:23][cH:24]4)[n:16]3)[cH:28][cH:29]2)[CH2:30][CH2:31][C:32](=[O:33])[O:34][CH2:35][CH3:36])[cH:2][cH:3][cH:4][cH:5][cH:6]1>>[c:1]1([N:7]([C:8](=[O:9])[c:10]2[cH:11][c:12]3[c:13]([n:14]([CH3:27])[c:15]([CH2:17][NH:18][c:19]4[cH:20][cH:21][c:22]([C:25](=[NH:26])[NH:38][OH:39])[cH:23][cH:24]4)[n:16]3)[cH:28][cH:29]2)[CH2:30][CH2:31][C:32](=[O:33])[O:34][CH2:35][CH3:36])[cH:2][cH:3][cH:4][cH:5][cH:6]1. The reactants are C(C)(C)(C)OC(=O)N1CCN(CC1)C1=NC=CC2=CC=C(C=C12)SC1=CC(=C(C=C1)Cl)Cl (4-[7-(3,4-dichloro-phenylsulfanyl)-isoquinolin-1-yl]-piperazine-1-carboxylic acid tert-butyl ester), OO (H2O2), FC(C(=O)O)(F)F (trifluoroacetic acid), [OH-].[Na+] (NaOH). Run in C(C)(=O)OCC (ethyl acetate), O (water). Run at temperature 50 celsius, time 8 hour. Product: Cl.ClC=1C=C(C=CC1Cl)S(=O)(=O)C1=CC=C2C=CN=C(C2=C1)N1CCNCC1 (7-(3,4-Dichloro-benzenesulfonyl)-1-piperazin-1-yl-isoquinoline hydrochloride). Reaction SMILES: C(OC([N:8]1[CH2:13][CH2:12][N:11]([C:14]2[C:23]3[C:18](=[CH:19][CH:20]=[C:21]([S:24][C:25]4[CH:30]=[CH:29][C:28]([Cl:31])=[C:27]([Cl:32])[CH:26]=4)[CH:22]=3)[CH:17]=[CH:16][N:15]=2)[CH2:10][CH2:9]1)=O)(C)(C)C.OO.FC(F)(F)C(O)=[O:38].[OH-:42].[Na+]>C(OCC)(=O)C.O>[ClH:31].[Cl:32][C:27]1[CH:26]=[C:25]([S:24]([C:21]2[CH:22]=[C:23]3[C:18]([CH:17]=[CH:16][N:15]=[C:14]3[N:11]3[CH2:12][CH2:13][NH:8][CH2:9][CH2:10]3)=[CH:19][CH:20]=2)(=[O:38])=[O:42])[CH:30]=[CH:29][C:28]=1[Cl:31] |f:3.4,7.8|. Reported procedure: A mixture of 4-[7-(3,4-dichloro-phenylsulfanyl)-isoquinolin-1-yl]-piperazine-1-carboxylic acid tert-butyl ester (230 mg, 0.47 mmol), H2O2 (30% in water, 0.5 mL), trifluoroacetic acid (1.5 mL) was heated at 50° C., 2 h. The reaction was continued overnight at 35° C. A water solution of NaOH (1N) was added (pH=14), ethyl acetate was added and the organic phase was separated, dried (MgSO4), filtered. The filtrated was concentrated and the residue was purified by flash column chromatography (SiO2, d... The reactants are COc1ccc(OC(CCCOS(C)(=O)=O)c2ccc(C#N)cc2)cc1OC, CC(C)(C)OC(=O)N1C2CCC1CNC2, [K+], [K+], O=C([O-])[O-], CN(C)C=O. Product: COc1ccc(OC(CCCN2CC3CCC(C2)N3C(=O)OC(C)(C)C)c2ccc(C#N)cc2)cc1OC. Reaction SMILES: [CH3:22][S:23]([O:24][CH2:27][CH2:28][CH2:29][CH:30]([O:31][c:32]1[cH:33][c:34]([O:40][CH3:41])[c:35]([O:38][CH3:39])[cH:36][cH:37]1)[c:42]1[cH:43][cH:44][c:45]([C:48]#[N:49])[cH:46][cH:47]1)(=[O:25])=[O:26].[CH:1]12[CH2:2][NH:3][CH2:4][CH:5]([CH2:6][CH2:7]1)[N:8]2[C:9](=[O:10])[O:11][C:12]([CH3:13])([CH3:14])[CH3:15].[K+:16].[K+:17].[O-:18][C:19]([O-:20])=[O:21].[O:50]=[CH:51][N:52]([CH3:53])[CH3:54]>>[CH:1]12[CH2:2][N:3]([CH2:27][CH2:28][CH2:29][CH:30]([O:31][c:32]3[cH:33][c:34]([O:40][CH3:41])[c:35]([O:38][CH3:39])[cH:36][cH:37]3)[c:42]3[cH:43][cH:44][c:45]([C:48]#[N:49])[cH:46][cH:47]3)[CH2:4][CH:5]([CH2:6][CH2:7]1)[N:8]2[C:9](=[O:10])[O:11][C:12]([CH3:13])([CH3:14])[CH3:15].